This data is from the Open Reaction Database (ORD), a public repository of structured organic reaction records. The task is: describe an organic reaction: reactants, conditions, products, and yield Reactants: CCOCC, CO, CC(C)(C)OC(=O)NC(CC(=O)NC1CC1)C1CC1, ClCCl, Cl. The product is NC(CC(=O)NC1CC1)C1CC1, Cl. RXN SMILES: [CH3:21][CH2:22][O:23][CH2:24][CH3:25].[CH3:29][OH:30].[CH:1]1([CH:4]([CH2:5][C:6](=[O:7])[NH:8][CH:9]2[CH2:10][CH2:11]2)[NH:12][C:13](=[O:14])[O:15][C:16]([CH3:17])([CH3:18])[CH3:19])[CH2:2][CH2:3]1.[Cl:26][CH2:27][Cl:28].[ClH:20]>>[CH:1]1([CH:4]([CH2:5][C:6](=[O:7])[NH:8][CH:9]2[CH2:10][CH2:11]2)[NH2:12])[CH2:2][CH2:3]1.[ClH:20]. Reactants: O (H2O), C[Al](C)C (Trimethyl aluminum), C(C)OC(=O)C=1C=2N=CC=NC2C(=CC1)C1=CC(=CC(=C1)OC)OC (8-(3,5-dimethoxy-phenyl)-quinoxaline-5-carboxylic acid ethyl ester), C(C)N1CCN(CC1)CC=1C=CC(=NC1)N (5-(4-ethyl-piperazin-1-ylmethyl)-pyridin-2-ylamine). Run in C1(=CC=CC=C1)C (toluene). Reaction conditions: time 1 hour. The product is C(C)N1CCN(CC1)CC=1C=CC(=NC1)NC(=O)C=1C=2N=CC=NC2C(=CC1)C1=CC(=CC(=C1)OC)OC (8-(3,5-Dimethoxy-phenyl)-quinoxaline-5-carboxylic acid [5-(4-ethyl-piperazin-1-ylmethyl)-pyridin-2-yl]-amide). Yield: 35.1%. RXN SMILES: C[Al](C)C.C([O:7][C:8]([C:10]1[C:11]2[N:12]=[CH:13][CH:14]=[N:15][C:16]=2[C:17]([C:20]2[CH:25]=[C:24]([O:26][CH3:27])[CH:23]=[C:22]([O:28][CH3:29])[CH:21]=2)=[CH:18][CH:19]=1)=O)C.[CH2:30]([N:32]1[CH2:37][CH2:36][N:35]([CH2:38][C:39]2[CH:40]=[CH:41][C:42]([NH2:45])=[N:43][CH:44]=2)[CH2:34][CH2:33]1)[CH3:31].O>C1(C)C=CC=CC=1>[CH2:30]([N:32]1[CH2:33][CH2:34][N:35]([CH2:38][C:39]2[CH:40]=[CH:41][C:42]([NH:45][C:8]([C:10]3[C:11]4[N:12]=[CH:13][CH:14]=[N:15][C:16]=4[C:17]([C:20]4[CH:21]=[C:22]([O:28][CH3:29])[CH:23]=[C:24]([O:26][CH3:27])[CH:25]=4)=[CH:18][CH:19]=3)=[O:7])=[N:43][CH:44]=2)[CH2:36][CH2:37]1)[CH3:31]. Procedure details: Trimethyl aluminum (2 M in toluene, 0.37 mL, 0.74 mmol, 2.5 equiv) was added to a mixture of 8-(3,5-dimethoxy-phenyl)-quinoxaline-5-carboxylic acid ethyl ester (Step 115.1) (100 mg, 0.30 mmol) and 5-(4-ethyl-piperazin-1-ylmethyl)-pyridin-2-ylamine (Step 26.1; purified by column chromatography) (78 mg, 0.36 mmol, 1.2 equiv) in toluene (2 mL). The reaction mixture was stirred for 1 h at rt, heated to reflux, stirred for 3 h, allowed to cool, poured onto EtOAc and H2O, and filtered through a pad of...